From a dataset of the Open Reaction Database (ORD), a public repository of structured organic reaction records. describe an organic reaction: reactants, conditions, products, and yield Reactants: ClC1=CC=C(C=C1)S(=O)(=O)N([C@H]1C(NCCC(C1)(F)F)=O)CC1=C(C=C(C(=O)O)C=C1)F (4-{[(4-Chloro-benzenesulfonyl)-((R)-5,5-difluoro-2-oxo-azepan-3-yl)-amino]-methyl}-3-fluoro-benzoic acid), Cl.NN1CCCC1 (1-Aminopyrrolidine hydrochloride), CCN(C(C)C)C(C)C (Hünig's base), [B-](F)(F)(F)F.CN(C)C(=[N+](C)C)ON1C=CC=CC1=O (TPTU), CCN(C(C)C)C(C)C (Hünig's base). Solvent: CN(C)C=O (DMF). The product is ClC1=CC=C(C=C1)S(=O)(=O)N([C@H]1C(NCCC(C1)(F)F)=O)CC1=C(C=C(C(=O)NN2CCCC2)C=C1)F (4-{[(4-Chloro-benzenesulfonyl)-((R)-5,5-difluoro-2-oxo-azepan-3-yl)-amino]-methyl}-3-fluoro-N-pyrrolidin-1-yl-benzamide). As a reaction SMILES: [Cl:1][C:2]1[CH:7]=[CH:6][C:5]([S:8]([N:11]([CH2:22][C:23]2[CH:31]=[CH:30][C:26]([C:27]([OH:29])=O)=[CH:25][C:24]=2[F:32])[C@@H:12]2[CH2:18][C:17]([F:20])([F:19])[CH2:16][CH2:15][NH:14][C:13]2=[O:21])(=[O:10])=[O:9])=[CH:4][CH:3]=1.[B-](F)(F)(F)F.CN(C(ON1C(=O)C=CC=C1)=[N+](C)C)C.CCN(C(C)C)C(C)C.Cl.[NH2:63][N:64]1[CH2:68][CH2:67][CH2:66][CH2:65]1>CN(C=O)C>[Cl:1][C:2]1[CH:7]=[CH:6][C:5]([S:8]([N:11]([CH2:22][C:23]2[CH:31]=[CH:30][C:26]([C:27]([NH:63][N:64]3[CH2:68][CH2:67][CH2:66][CH2:65]3)=[O:29])=[CH:25][C:24]=2[F:32])[C@@H:12]2[CH2:18][C:17]([F:20])([F:19])[CH2:16][CH2:15][NH:14][C:13]2=[O:21])(=[O:9])=[O:10])=[CH:4][CH:3]=1 |f:1.2,4.5|. Procedure details: 4-{[(4-Chloro-benzenesulfonyl)-((R)-5,5-difluoro-2-oxo-azepan-3-yl)-amino]-methyl}-3-fluoro-benzoic acid (50 mg, 0.10 mmol) was dissolved in DMF (1 ml) and activated with the coupling reagent TPTU (33 mg, 0.11 mmol) and Hünig's base (0.03 ml, 0.26 mmol) for 2 min. 1-Aminopyrrolidine hydrochloride (0.013 g, 0.22 mmol) and further Hünig's base (0.03 ml, 0.26 mmol were added. After 1 h the reaction mixture was concentrated under reduced pressure and the residue taken up in ethyl acetate and washed ... The reactants are C1=CN(C=N1)C(=O)N2C=CN=C2 (CDI), C(CCC)OCC(=O)O (butoxyacetic acid), N1(C=NC=C1)CC1=CC=C(C=C1)C1=C(SC(=C1)CC(C)C)S(=O)(=O)N (3-(4-imidazol-1-ylmethylphenyl)-5-iso-butylthiophene-2-sulfonamide), C1CCC2=NCCCN2CC1 (DBU). The solvent is CO (MeOH), C1CCOC1 (THF), C1CCOC1 (THF). Run at temperature 50 celsius, time 2.5 hour. The product is C(CCC)OCC(=O)NS(=O)(=O)C=1SC(=CC1C1=CC=C(C=C1)CN1C=NC=C1)CC(C)C (N-(Butoxyacetyl)-3-(4-imidazol-1-ylmethylphenyl)-5-iso-butylthiophene-2-sulfonamide). Yield: 21.4%. As a reaction SMILES: C1N=CN(C(N2C=NC=C2)=O)C=1.[CH2:13]([O:17][CH2:18][C:19]([OH:21])=O)[CH2:14][CH2:15][CH3:16].[N:22]1([CH2:27][C:28]2[CH:33]=[CH:32][C:31]([C:34]3[CH:38]=[C:37]([CH2:39][CH:40]([CH3:42])[CH3:41])[S:36][C:35]=3[S:43]([NH2:46])(=[O:45])=[O:44])=[CH:30][CH:29]=2)[CH:26]=[CH:25][N:24]=[CH:23]1.C1CCN2C(=NCCC2)CC1>C1COCC1.CO>[CH2:13]([O:17][CH2:18][C:19]([NH:46][S:43]([C:35]1[S:36][C:37]([CH2:39][CH:40]([CH3:42])[CH3:41])=[CH:38][C:34]=1[C:31]1[CH:30]=[CH:29][C:28]([CH2:27][N:22]2[CH:26]=[CH:25][N:24]=[CH:23]2)=[CH:33][CH:32]=1)(=[O:44])=[O:45])=[O:21])[CH2:14][CH2:15][CH3:16]. Reported procedure: CDI (1,1′-carbonyl-diimidazole, 129.5 mg, 0.80 mmol) was added to a solution of butoxyacetic acid (103.8 μL, 0.80 mmol) in dry THF (4 mL). The mixture was stirred at 50° C. for 2.5 h. A solution of 3-(4-imidazol-1-ylmethylphenyl)-5-iso-butylthiophene-2-sulfonamide (see Example 1(f) above; 100 mg) and DBU (1,8-diazabicyclo[5.4.0]undec-7-ene, 19.9 μL, 0.133 mmol) in dry THF (4 mL) was added to the reaction mixture. The reaction mixture was then stirred overnight at 50° C. MeOH (20 mL) was added to... Product: FC1=C(COC[C@H]2N(C[C@@H](C2)SC(C2=CC=CC=C2)(C2=CC=CC=C2)C2=CC=CC=C2)C2=NC(=NC=C2)OC)C=C(C(=C1)OC)F ((2S,4R)-4-[2-(2,5-Difluoro-4-methoxy-benzyloxymethyl)-4-tritylsulfanyl-pyrrolidin-1-yl]-2-methoxy-pyrimidine). As a reaction SMILES: Cl[C:2]1[N:7]=[C:6]([N:8]2[CH2:12][C@H:11]([S:13][C:14]([C:27]3[CH:32]=[CH:31][CH:30]=[CH:29][CH:28]=3)([C:21]3[CH:26]=[CH:25][CH:24]=[CH:23][CH:22]=3)[C:15]3[CH:20]=[CH:19][CH:18]=[CH:17][CH:16]=3)[CH2:10][C@H:9]2[CH2:33][O:34][CH2:35][C:36]2[CH:41]=[C:40]([F:42])[C:39](F)=[CH:38][C:37]=2[F:44])[CH:5]=[CH:4][N:3]=1.[CH3:45][OH:46].[H-].[Na+].CN([CH:52]=[O:53])C>>[F:44][C:37]1[CH:38]=[C:39]([O:53][CH3:52])[C:40]([F:42])=[CH:41][C:36]=1[CH2:35][O:34][CH2:33][C@@H:9]1[CH2:10][C@@H:11]([S:13][C:14]([C:27]2[CH:32]=[CH:31][CH:30]=[CH:29][CH:28]=2)([C:15]2[CH:20]=[CH:19][CH:18]=[CH:17][CH:16]=2)[C:21]2[CH:26]=[CH:25][CH:24]=[CH:23][CH:22]=2)[CH2:12][N:8]1[C:6]1[CH:5]=[CH:4][N:3]=[C:2]([O:46][CH3:45])[N:7]=1 |f:2.3|. Isolated yield 54.0%. Reactants: 0.24, ClC1=NC=CC(=N1)N1[C@@H](C[C@H](C1)SC(C1=CC=CC=C1)(C1=CC=CC=C1)C1=CC=CC=C1)COCC1=C(C=C(C(=C1)F)F)F ((2S,4R)-2-Chloro-4-[2-(2,4,5-trifluoro-benzyloxymethyl)-4-tritylsulfanyl-pyrrolidin-1-yl]-pyrimidine), CO (MeOH), [H-].[Na+] (NaH), CN(C)C=O (DMF). Reported procedure: A solution of 0.24 (0.4 mmol) (2S,4R)-2-Chloro-4-[2-(2,4,5-trifluoro-benzyloxymethyl)-4-tritylsulfanyl-pyrrolidin-1-yl]-pyrimidine in 8 ml DMF was treated at 0° C. with 0.05 ml (1.2 mmol) MeOH and 0.054 g (1.24 mmol) 55% NaH. The reaction was kept at this temperature (6 h) and warmed up over night to RT. After extraction with aqueous saturated NH4Cl/Et2O (3×), the organic phases were washed with aq. 10% NaCl, dried (Na2SO4) and evaporated. Flash chromatography (CH2Cl2 EtOAc 95:5) gave 0.14 g (54... The reactants are ClC=1C=C2C(=NN(C2=CC1Cl)C)I (5,6-dichloro-3-iodo-1-methyl-1H-indazole), C(CCC)[Sn](Cl)(CCCC)CCCC (tributylchlorostannane), ice acetone, C(C)(C)[Mg]Cl (isopropylmagnesium chloride). Run in C1CCOC1 (THF). Conditions: temperature -10 celsius, time 15 minute. Yields the product ClC=1C=C2C(=NN(C2=CC1Cl)C)[Sn](CCCC)(CCCC)CCCC (5,6-dichloro-1-methyl-3-tributylstannanyl-1H-indazole). RXN SMILES: [Cl:1][C:2]1[CH:3]=[C:4]2[C:8](=[CH:9][C:10]=1[Cl:11])[N:7]([CH3:12])[N:6]=[C:5]2I.C([Mg]Cl)(C)C.[CH2:19]([Sn:23]([CH2:29][CH2:30][CH2:31][CH3:32])([CH2:25][CH2:26][CH2:27][CH3:28])Cl)[CH2:20][CH2:21][CH3:22]>C1COCC1>[Cl:1][C:2]1[CH:3]=[C:4]2[C:8](=[CH:9][C:10]=1[Cl:11])[N:7]([CH3:12])[N:6]=[C:5]2[Sn:23]([CH2:25][CH2:26][CH2:27][CH3:28])([CH2:29][CH2:30][CH2:31][CH3:32])[CH2:19][CH2:20][CH2:21][CH3:22]. Reported procedure: To a solution of 5,6-dichloro-3-iodo-1-methyl-1H-indazole (150 mg, 0.44 mmol) in THF (3 mL) at −10° C. (ice/acetone) was slowly added isopropylmagnesium chloride (2.0 M in THF, 0.26 mL, 0.52 mmol). The bright yellow heterogeneous reaction mixture was stirred at −10° C. for 15 min then tributylchlorostannane (0.14 mL, 0.52 mmol) was added dropwise. Stirring was continued at −10° C. for 30 min then at room temperature for 1 h. The reaction mixture was quenched with water and extracted with EtOAc (... Run in C(=O)=O.CC(=O)C (dry ice acetone), CCCCCC (hexane). Procedure details: Tris(2-octyldodecyl)cyclopentadiene (18.12 grams, 20 m mol) was placed in a 3-necked round bottom flask equipped with an additional funnel, a gas inlet adapter, and a septum. After flashing with dried N2 for 2 minutes, 50 ml of dried THF (distilled over K) was added. The solution was cooled in dry ice/acetone bath, followed injected 8.4 M n-butyl lithium in hexane solution (2.40 ml; 20 m mol). The dry ice/acetone bath was removed, and the resulting dark red solution was stirred at room temperatu... Run at time 1 hour. The product is C(CCCCCCC)C(CC1=C(C(C=C1)(CCC#N)CC(CCCCCCCCCC)CCCCCCCC)CC(CCCCCCCCCC)CCCCCCCC)CCCCCCCCCC (3-[tris(2-octyldodecyl)cyclopentadienyl]propionitrile). RXN SMILES: [CH2:1]([CH:9]([CH2:56][CH2:57][CH2:58][CH2:59][CH2:60][CH2:61][CH2:62][CH2:63][CH2:64][CH3:65])[CH2:10][C:11]1[C:12]([CH2:36][CH:37]([CH2:48][CH2:49][CH2:50][CH2:51][CH2:52][CH2:53][CH2:54][CH3:55])[CH2:38][CH2:39][CH2:40][CH2:41][CH2:42][CH2:43][CH2:44][CH2:45][CH2:46][CH3:47])=[C:13]([CH2:16][CH:17]([CH2:28][CH2:29][CH2:30][CH2:31][CH2:32][CH2:33][CH2:34][CH3:35])[CH2:18][CH2:19][CH2:20][CH2:21][CH2:22][CH2:23][CH2:24][CH2:25][CH2:26][CH3:27])[CH2:14][CH:15]=1)[CH2:2][CH2:3][CH2:4][CH2:5][CH2:6][CH2:7][CH3:8].[N:66]#N.[CH2:68]1[CH2:72]OC[CH2:69]1.C([Li])CCC>C(=O)=O.CC(C)=O.CCCCCC>[CH2:1]([CH:9]([CH2:56][CH2:57][CH2:58][CH2:59][CH2:60][CH2:61][CH2:62][CH2:63][CH2:64][CH3:65])[CH2:10][C:11]1[CH:15]=[CH:14][C:13]([CH2:16][CH:17]([CH2:28][CH2:29][CH2:30][CH2:31][CH2:32][CH2:33][CH2:34][CH3:35])[CH2:18][CH2:19][CH2:20][CH2:21][CH2:22][CH2:23][CH2:24][CH2:25][CH2:26][CH3:27])([CH2:69][CH2:68][C:72]#[N:66])[C:12]=1[CH2:36][CH:37]([CH2:48][CH2:49][CH2:50][CH2:51][CH2:52][CH2:53][CH2:54][CH3:55])[CH2:38][CH2:39][CH2:40][CH2:41][CH2:42][CH2:43][CH2:44][CH2:45][CH2:46][CH3:47])[CH2:2][CH2:3][CH2:4][CH2:5][CH2:6][CH2:7][CH3:8] |f:4.5|. Reactants: C(CCCCCCC)C(CC=1C(=C(CC1)CC(CCCCCCCCCC)CCCCCCCC)CC(CCCCCCCCCC)CCCCCCCC)CCCCCCCCCC (Tris(2-octyldodecyl)cyclopentadiene), C(CCC)[Li] (n-butyl lithium), N#N (N2), C1CCOC1 (THF).